This data is from the Open Reaction Database (ORD), a public repository of structured organic reaction records. The task is: describe an organic reaction: reactants, conditions, products, and yield RXN SMILES: [CH3:1][C:2]1([CH3:25])[C:7]2[CH2:8][CH2:9][CH2:10][C:6]=2[C:5]2[C:11]([OH:24])=[CH:12][C:13]([CH:15]([CH:17]([CH3:23])[CH2:18][CH2:19][CH2:20][CH2:21][CH3:22])[CH3:16])=[CH:14][C:4]=2[O:3]1.C1(N=C=NC2CCCCC2)CCCCC1.Cl.[O:42]1[CH2:47][CH2:46][N:45]([CH2:48][CH2:49][CH2:50][C:51](O)=[O:52])[CH2:44][CH2:43]1.C(Cl)[Cl:55]>CO.C(Cl)(Cl)Cl>[ClH:55].[CH3:25][C:2]1([CH3:1])[C:7]2[CH2:8][CH2:9][CH2:10][C:6]=2[C:5]2[C:11]([O:24][C:51](=[O:52])[CH2:50][CH2:49][CH2:48][N:45]3[CH2:44][CH2:43][O:42][CH2:47][CH2:46]3)=[CH:12][C:13]([CH:15]([CH:17]([CH3:23])[CH2:18][CH2:19][CH2:20][CH2:21][CH3:22])[CH3:16])=[CH:14][C:4]=2[O:3]1 |f:2.3,5.6,7.8|. Starting materials: CC1(OC2=C(C3=C1CCC3)C(=CC(=C2)C(C)C(CCCCC)C)O)C (4,4-Dimethyl-9-hydroxy-7-(3-methyl-2-octyl)-1,2,3,4-tetrahydrocyclopenta[ c][1] benzopyran), C(Cl)Cl (methylene chloride), C1(CCCCC1)N=C=NC1CCCCC1 (dicyclohexylcarbodiimide), Cl.O1CCN(CC1)CCCC(=O)O (γ-morpholinobutyric acid hydrochloride). Solvent: CO.C(Cl)(Cl)Cl (MeOH CHCl3). Procedure: 6.4 g. (18.7 mmole) of 4,4-Dimethyl-9-hydroxy-7-(3-methyl-2-octyl)-1,2,3,4-tetrahydrocyclopenta[ c][1] benzopyran, 4.33 g. (21.0 mmoles) of dicyclohexylcarbodiimide and 4.26 g. (20.3 mmoles) of γ-morpholinobutyric acid hydrochloride were combined with 325 ml. of methylene chloride and stirred at room temperature for a total of 24 hours. The insoluble by-product of dicyclohexylurea was separated by filtration and the methylene chloride was removed using a rotary evaporator. The brown viscous resi... The product is Cl.CC1(OC2=C(C3=C1CCC3)C(=CC(=C2)C(C)C(CCCCC)C)OC(CCCN2CCOCC2)=O)C (4,4-Dimethyl-7-(3-methyl-2-octyl)-9-[4-(morpholino)butyryloxy]-1,2,3,4-tetrahydrocyclopenta[ c][1]benzopyran hydrochloride). Starting materials: CN1C(CC[C@H]1COC=1C=NC=CC1)=O (3-(1-methyl-2-oxo-5-(S)-pyrrolidinylmethoxy)-pyridine), C[Li] (methyl lithium), solution. Run in CCOCC (ether). Conditions: temperature -78 celsius, time 2 hour. Yields the product CN1[C@@H](CCC1C)COC=1C=NC=CC1 (3-((1,5-dimethyl-2-(S)-pyrrolidinyl)methoxy)pyridine). As a reaction SMILES: [CH3:1][N:2]1[C@H:6]([CH2:7][O:8][C:9]2[CH:10]=[N:11][CH:12]=[CH:13][CH:14]=2)[CH2:5][CH2:4][C:3]1=O.[CH3:16][Li]>CCOCC>[CH3:1][N:2]1[CH:3]([CH3:16])[CH2:4][CH2:5][C@H:6]1[CH2:7][O:8][C:9]1[CH:10]=[N:11][CH:12]=[CH:13][CH:14]=1. Procedure: A 1.24 g (6.0 mmol) sample of 3-(1-methyl-2-oxo-5-(S)-pyrrolidinylmethoxy)-pyridine, prepared as in Example 22b above, was dissolved in 50 mL of ether and cooled to -78° C. To this solution was added 4.71 mL (6.6 mmol) of methyl lithium, and the solution was warmed to room temperature and stirred for 2 hours. The solution was cooled to 0° C., 66 mL of a 1 M solution of LAlH4 was added, and the reaction mixture was stirred for 2 hours at room temperature. The reaction was quenched by addition of ... Starting materials: C1(=CC=CC=C1)C(C(=O)N)(C(=O)NN)O (phenylhydroxymalonic acid amide-hydrazide), CC(=O)C (acetone). Yields the product CC(C)=NNC(C(C(=O)N)(O)C1=CC=CC=C1)=O (phenylhydroxymalonic acid amide-(2-propylidene)-hydrazide). RXN SMILES: [C:1]1([C:7]([OH:15])([C:11]([NH:13][NH2:14])=[O:12])[C:8]([NH2:10])=[O:9])[CH:6]=[CH:5][CH:4]=[CH:3][CH:2]=1.[CH3:16][C:17]([CH3:19])=O>>[CH3:16][C:17](=[N:14][NH:13][C:11](=[O:12])[C:7]([C:1]1[CH:6]=[CH:5][CH:4]=[CH:3][CH:2]=1)([OH:15])[C:8]([NH2:10])=[O:9])[CH3:19]. Procedure details: 20 g of phenylhydroxymalonic acid amide-hydrazide in 100 ml of acetone were heated under reflux for 3 hours. The crystals were filtered off with suction and recrystallised from ethanol. 15 g of phenylhydroxymalonic acid amide-(2-propylidene)-hydrazide (melting point: 199°-201° C.) were obtained. Starting materials: ClCCCN(C(C(=O)C1=C(C=C(C=C1)Cl)CC1=CC=CC=C1)=O)C (o-benzyl-p-chlorophenylglyoxylic acid (3-chloropropyl)methylamide), Cl.O1CCN(CC1)CCCN(C(C(=O)C1=C(C=C(C=C1)Cl)C(C1=CC=CC=C1)=O)=O)C (o-benzoyl-p-chlorophenylglyoxylic acid [3-(morpholino)propyl]methylamide hydrochloride), [I-].[Na+] (sodium iodide), N1CCOCC1 (morpholine). Solvent: CC(=O)CC (ethyl methyl ketone). Product: Cl.O1CCN(CC1)CCCN(C(=O)C=1NC(=C2C=C(C=CC12)Cl)C1=CC=CC=C1)C (5-chloro-3-phenylisoindole-1-carboxylic acid [3-(morpholino)propyl]methylamide hydrochloride). Reaction SMILES: [Cl:1]CCC[N:5](C)C(=O)C(C1C=CC(Cl)=CC=1CC1C=CC=CC=1)=O.[I-].[Na+].N1CCOCC1.Cl.[O:34]1[CH2:39][CH2:38][N:37]([CH2:40][CH2:41][CH2:42][N:43]([CH3:63])[C:44](=[O:62])[C:45]([C:47]2[CH:52]=[CH:51][C:50]([Cl:53])=[CH:49][C:48]=2[C:54](=O)[C:55]2[CH:60]=[CH:59][CH:58]=[CH:57][CH:56]=2)=O)[CH2:36][CH2:35]1>CC(CC)=O>[ClH:1].[O:34]1[CH2:39][CH2:38][N:37]([CH2:40][CH2:41][CH2:42][N:43]([CH3:63])[C:44]([C:45]2[NH:5][C:54]([C:55]3[CH:60]=[CH:59][CH:58]=[CH:57][CH:56]=3)=[C:48]3[C:47]=2[CH:52]=[CH:51][C:50]([Cl:53])=[CH:49]3)=[O:62])[CH2:36][CH2:35]1 |f:1.2,4.5,7.8|. Procedure details: A solution of 7.6 g. of o-benzyl-p-chlorophenylglyoxylic acid (3-chloropropyl)methylamide in 40 ml. of ethyl methyl ketone is treated with 3.0 g. of sodium iodide and 3.5 g. of morpholine and the mixture is boiled at reflux for 30 hours. After concentration under reduced pressure, the residue is partitioned between water and methylene chloride, the organic phase washed with water, dried over sodium sulfate and concentrated to dryness. The residual oily base is purified on 500 g. of aluminum oxid... Reactants: C1(CC1)C1(C2=C(COC3=C1C=C(C=C3)OC)N=CC=C2)O (5-cyclopropyl-5,11-dihydro-7-methoxypyrido[2,3-c][1]benzoxepin-5-ol), Br (HBr), O (Water), [OH-].[Na+] (NaOH). Solvent: C(C)(=O)O (acetic acid), C(C)(=O)OCC (ethyl acetate). Reaction conditions: time 12 hour. Product: BrCCC=C1C2=C(COC3=C1C=C(C=C3)OC)N=CC=C2 (5-(3-bromopropylidene)-5,11-dihydro-7-methoxypyrido[2,3-c][1]benzoxepine). Reaction SMILES: [CH:1]1([C:4]2(O)[C:10]3[CH:11]=[C:12]([O:15][CH3:16])[CH:13]=[CH:14][C:9]=3[O:8][CH2:7][C:6]3[N:17]=[CH:18][CH:19]=[CH:20][C:5]2=3)[CH2:3][CH2:2]1.[BrH:22].O.[OH-].[Na+]>C(O)(=O)C.C(OCC)(=O)C>[Br:22][CH2:3][CH2:2][CH:1]=[C:4]1[C:10]2[CH:11]=[C:12]([O:15][CH3:16])[CH:13]=[CH:14][C:9]=2[O:8][CH2:7][C:6]2[N:17]=[CH:18][CH:19]=[CH:20][C:5]1=2 |f:3.4|. Reported procedure: To a solution of the product of step 1 (4.3 g) in acetic acid (30 ml) was added 48% aqueous HBr (25 ml) at 10° C. The reaction mixture was warmed to room temperature, and stirred for 12 hours. Water and ethyl acetate were added to the reaction mixture and neutralized with dilute NaOH solution. The organic layer was separated and washed with saturated aqueous sodium chloride, and dried over magnesium sulfate. The solvent was distilled off under reduced pressure. The residue was purified by silica... Starting materials: ClC1=NC2=CC=C(C=C2N=C1N(C(C)C)C)C(=O)OC (methyl 2-chloro-3-[methyl(propan-2-yl)amino]quinoxaline-6-carboxylate), CC1(OB(OC1(C)C)C=1OC=CC1C1=CC=CC=C1)C (4,4,5,5-tetramethyl-2-(3-phenylfuran-2-yl)-1,3,2-dioxaborolane), [O-]P(=O)([O-])[O-].[K+].[K+].[K+] (K3PO4). Reagents/catalysts: O (water), C=1C=CC(=CC1)[P](C=2C=CC=CC2)(C=3C=CC=CC3)[Pd]([P](C=4C=CC=CC4)(C=5C=CC=CC5)C=6C=CC=CC6)([P](C=7C=CC=CC7)(C=8C=CC=CC8)C=9C=CC=CC9)[P](C=1C=CC=CC1)(C=1C=CC=CC1)C=1C=CC=CC1 (Pd(PPh3)4). Run in O1CCOCC1 (dioxane). Reaction conditions: temperature 95 celsius, time 1 hour. Product: CN(C=1C(=NC2=CC=C(C=C2N1)C(=O)OC)C=1OC=CC1C1=CC=CC=C1)C(C)C (methyl 3-[methyl(propan-2-yl)amino]-2-(3-phenylfuran-2-yl)quinoxaline-6-carboxylate). The yield is 72.7%. As a reaction SMILES: Cl[C:2]1[C:11]([N:12]([CH3:16])[CH:13]([CH3:15])[CH3:14])=[N:10][C:9]2[C:4](=[CH:5][CH:6]=[C:7]([C:17]([O:19][CH3:20])=[O:18])[CH:8]=2)[N:3]=1.CC1(C)C(C)(C)OB([C:29]2[O:30][CH:31]=[CH:32][C:33]=2[C:34]2[CH:39]=[CH:38][CH:37]=[CH:36][CH:35]=2)O1.[O-]P([O-])([O-])=O.[K+].[K+].[K+]>O1CCOCC1.O.C1C=CC([P]([Pd]([P](C2C=CC=CC=2)(C2C=CC=CC=2)C2C=CC=CC=2)([P](C2C=CC=CC=2)(C2C=CC=CC=2)C2C=CC=CC=2)[P](C2C=CC=CC=2)(C2C=CC=CC=2)C2C=CC=CC=2)(C2C=CC=CC=2)C2C=CC=CC=2)=CC=1>[CH3:16][N:12]([CH:13]([CH3:15])[CH3:14])[C:11]1[C:2]([C:29]2[O:30][CH:31]=[CH:32][C:33]=2[C:34]2[CH:39]=[CH:38][CH:37]=[CH:36][CH:35]=2)=[N:3][C:4]2[C:9]([N:10]=1)=[CH:8][C:7]([C:17]([O:19][CH3:20])=[O:18])=[CH:6][CH:5]=2 |f:2.3.4.5,^1:59,61,80,99|. Procedure: To a solution of methyl 2-chloro-3-[methyl(propan-2-yl)amino]quinoxaline-6-carboxylate (140 mg, 0.48 mmol) in dioxane (5.0 mL) and water (3 drops) was added 4,4,5,5-tetramethyl-2-(3-phenylfuran-2-yl)-1,3,2-dioxaborolane (270 mg, 1.00 mmol), K3PO4 (211 mg, 0.99 mmol) and Pd(PPh3)4 (28 mg, 0.02 mmol) with stirring for 1 h at 95° C. in an oil bath maintained under an inert atmosphere of nitrogen. The reaction mixture was concentrated under vacuum to give a residue, which was purified by silica gel ... Starting materials: Cc1ccc(S(=O)(=O)Oc2c(-c3ccc(S(C)(=O)=O)c(F)c3)cnn(-c3ccc(F)c(F)c3)c2=O)cc1, Oc1ccc(F)cc1. The product is CS(=O)(=O)c1ccc(-c2cnn(-c3ccc(F)c(F)c3)c(=O)c2Oc2ccc(F)cc2)cc1F. Reaction SMILES: [F:1][c:2]1[cH:3][c:4](-[n:9]2[n:10][cH:11][c:12](-[c:27]3[cH:28][c:29]([F:37])[c:30]([S:33](=[O:34])(=[O:35])[CH3:36])[cH:31][cH:32]3)[c:13]([O:16][S:17]([c:18]3[cH:19][cH:20][c:21]([CH3:22])[cH:23][cH:24]3)(=[O:25])=[O:26])[c:14]2=[O:15])[cH:5][cH:6][c:7]1[F:8].[F:38][c:39]1[cH:40][cH:41][c:42]([OH:45])[cH:43][cH:44]1>>[F:1][c:2]1[cH:3][c:4](-[n:9]2[n:10][cH:11][c:12](-[c:27]3[cH:28][c:29]([F:37])[c:30]([S:33](=[O:34])(=[O:35])[CH3:36])[cH:31][cH:32]3)[c:13]([O:16][c:42]3[cH:41][cH:40][c:39]([F:38])[cH:44][cH:43]3)[c:14]2=[O:15])[cH:5][cH:6][c:7]1[F:8]. Reactants: [OH-].[Na+] (sodium hydroxide), C(C1=CC=CC=C1)C(C(=O)O)C(C1OCCNC1)=O (α-benzyltetrahydro-β-oxo-4H-1,4-oxazinepropionic acid), COC(C(C(=O)O)CC1=CC=CC=C1)=O (benzylmalonic acid monomethyl ester), C(C)OC(=O)C1CCNCC1 (piperidine-4-carboxylic acid ethyl ester). The solvent is CO (methanol), O (water). Product: COC(=O)C(C(=O)N1CCC(CC1)C(=O)O)CC1=CC=CC=C1 (1-[α-(methoxycarbonyl)hydrocinnamoyl]-4-piperidinecarboxylic acid). As a reaction SMILES: C(C(C(=O)C1CNCCO1)C(O)=O)C1C=CC=CC=1.[CH3:20][O:21][C:22](=[O:34])[CH:23]([CH2:27][C:28]1[CH:33]=[CH:32][CH:31]=[CH:30][CH:29]=1)[C:24]([OH:26])=O.C([O:37][C:38]([CH:40]1[CH2:45][CH2:44][NH:43][CH2:42][CH2:41]1)=[O:39])C.[OH-].[Na+]>CO.O>[CH3:20][O:21][C:22]([CH:23]([CH2:27][C:28]1[CH:33]=[CH:32][CH:31]=[CH:30][CH:29]=1)[C:24]([N:43]1[CH2:44][CH2:45][CH:40]([C:38]([OH:39])=[O:37])[CH2:41][CH2:42]1)=[O:26])=[O:34] |f:3.4|. Reported procedure: In a manner analogous to that described for the preparation of α-benzyltetrahydro-β-oxo-4H-1,4-oxazinepropionic acid, benzylmalonic acid monomethyl ester was amidated with piperidine-4-carboxylic acid ethyl ester and the resulting compound [MS: 347 (M)+ ]was saponified with 1N sodium hydroxide solution in a mixture of methanol and water at 0° for 2 hours. The crude product obtained was purified by chromatography on silica gel with a 95:5:2 mixture of chloroform, ethanol and ethyl acetate and rec... Starting materials: C(C)(C)(C)OC(=O)N[C@H](C=O)CC1=CC=CC=C1 (2(S)-(tert-Butoxycarbonylamino)-3-phenylpropionaldehyde), NC1=CC=CC=C1 (Aniline), C(C)(=O)O[BH-](OC(C)=O)OC(C)=O.[Na+] (Sodium triacetoxyborohydride). Solvent: ClC(C)Cl (dichloroethane). Conditions: time 1 hour. Product: C1(=CC=CC=C1)NC[C@H](CC1=CC=CC=C1)NC(=O)OC(C)(C)C (N-phenyl-2(S)-(tert-butoxycarbonylamino)-3-phenylpropanamine). Reaction SMILES: [NH2:1][C:2]1[CH:7]=[CH:6][CH:5]=[CH:4][CH:3]=1.[C:8]([O:12][C:13]([NH:15][C@@H:16]([CH2:19][C:20]1[CH:25]=[CH:24][CH:23]=[CH:22][CH:21]=1)[CH:17]=O)=[O:14])([CH3:11])([CH3:10])[CH3:9].C(O[BH-](OC(=O)C)OC(=O)C)(=O)C.[Na+]>ClC(Cl)C>[C:2]1([NH:1][CH2:17][C@@H:16]([NH:15][C:13]([O:12][C:8]([CH3:9])([CH3:11])[CH3:10])=[O:14])[CH2:19][C:20]2[CH:25]=[CH:24][CH:23]=[CH:22][CH:21]=2)[CH:7]=[CH:6][CH:5]=[CH:4][CH:3]=1 |f:2.3|. Reported procedure: Aniline (3.00 mL, 32.9 mmol) was dissolved in dichloroethane under nitrogen. The product from Step B was added (7.0 g, 29.91) and the reaction stirred for 1 h at room temperature. Sodium triacetoxyborohydride (9.51 g, 44.86 mmol) was added, and the pH adjusted to 5. The reaction was stirred overnight, then quenched with saturated sodium bicarbonate solution. The aqueous layer was removed, the organic phase washed with saturated brine and dried over magnesium sulfate. The title compound was obtai... Reactants: [BH4-], CC(=O)[O-], CO, Cl, NO, [Na+], [Na+], Cl[Ni]Cl, Cc1ccc(C23CCC(=O)C2C3)cc1. Product: Cl, Cc1ccc(C23CCC(N)C2C3)cc1. Reaction SMILES: [BH4-:23].[C:15]([O-:16])(=[O:17])[CH3:18].[CH3:25][OH:26].[ClH:22].[NH2:20][OH:21].[Na+:19].[Na+:24].[Ni:27]([Cl:28])[Cl:29].[c:1]1([CH3:14])[cH:2][cH:3][c:4]([C:7]23[CH2:8][CH2:9][C:10](=[O:13])[CH:11]2[CH2:12]3)[cH:5][cH:6]1>>[ClH:22].[c:1]1([CH3:14])[cH:2][cH:3][c:4]([C:7]23[CH2:8][CH2:9][CH:10]([NH2:20])[CH:11]2[CH2:12]3)[cH:5][cH:6]1.